From a dataset of the Open Reaction Database (ORD), a public repository of structured organic reaction records. describe an organic reaction: reactants, conditions, products, and yield The product is CC1(N2CCC(Cc3ccc(Cl)cc3Cl)C2=O)CCC(=O)CC1. Reactants: Cc1ccc(S(=O)(=O)O)cc1, CC(C)=O, CC1(N2CCC(Cc3ccc(Cl)cc3Cl)C2=O)CCC2(CC1)OCCO2. As a reaction SMILES: [CH3:27][c:28]1[cH:29][cH:30][c:31]([S:32]([OH:33])(=[O:34])=[O:35])[cH:36][cH:37]1.[CH3:38][C:39](=[O:40])[CH3:41].[Cl:1][c:2]1[c:3]([CH2:4][CH:5]2[C:6](=[O:21])[N:7]([C:10]3([CH3:20])[CH2:11][CH2:12][C:13]4([O:14][CH2:17][CH2:16][O:15]4)[CH2:18][CH2:19]3)[CH2:8][CH2:9]2)[cH:22][cH:23][c:24]([Cl:26])[cH:25]1>>[Cl:1][c:2]1[c:3]([CH2:4][CH:5]2[C:6](=[O:21])[N:7]([C:10]3([CH3:20])[CH2:11][CH2:12][C:13](=[O:14])[CH2:18][CH2:19]3)[CH2:8][CH2:9]2)[cH:22][cH:23][c:24]([Cl:26])[cH:25]1. Yields the product COC1=CC=C(CN2N=C(C3=CC=CC=C23)C(=O)O)C=C1 (1-(4-methoxybenzyl)-3-indazolylcarboxylicacid). Procedure: Methyl 1-(4-methoxybenzyl)-3-indazolylcarboxylate (830 mg, 2.80 mmol) was dissolved in THF (22 ml). To the resulting solution was added 0.25N NaOH (22 ml, 5.60 mmol). The resulting mixture was stirred for 15 hours at room temperature. The reaction mixture was poured in 1N HCl (50 ml), followed by extraction with chloroform (2×100 ml). The extract was dried over anhydrous magnesium sulfate and distilled under reduced pressure to remove the solvent. The residue was dissolved in chloroform and hexa... Isolated yield 79.7%. Conditions: time 15 hour. The reactants are COC1=CC=C(CN2N=C(C3=CC=CC=C23)C(=O)OC)C=C1 (Methyl 1-(4-methoxybenzyl)-3-indazolylcarboxylate), [OH-].[Na+] (NaOH). The solvent is C1CCOC1 (THF), Cl (HCl). Reaction SMILES: [CH3:1][O:2][C:3]1[CH:22]=[CH:21][C:6]([CH2:7][N:8]2[C:16]3[C:11](=[CH:12][CH:13]=[CH:14][CH:15]=3)[C:10]([C:17]([O:19]C)=[O:18])=[N:9]2)=[CH:5][CH:4]=1.[OH-].[Na+]>C1COCC1.Cl>[CH3:1][O:2][C:3]1[CH:4]=[CH:5][C:6]([CH2:7][N:8]2[C:16]3[C:11](=[CH:12][CH:13]=[CH:14][CH:15]=3)[C:10]([C:17]([OH:19])=[O:18])=[N:9]2)=[CH:21][CH:22]=1 |f:1.2|. Starting materials: CC(=O)N1CCC2(CC1)CN(C(=O)OC(C)(C)C)C2, ClCCl, O=C(O)C(F)(F)F. Product: CC(=O)N1CCC2(CC1)CNC2. Reaction SMILES: [C:1]([O:2][C:3](=[O:4])[N:8]1[CH2:9][C:10]2([CH2:11]1)[CH2:12][CH2:13][N:14]([C:17]([CH3:18])=[O:19])[CH2:15][CH2:16]2)([CH3:5])([CH3:6])[CH3:7].[Cl:27][CH2:28][Cl:29].[F:20][C:21]([F:22])([F:23])[C:24]([OH:25])=[O:26]>>[NH:8]1[CH2:9][C:10]2([CH2:11]1)[CH2:12][CH2:13][N:14]([C:17]([CH3:18])=[O:19])[CH2:15][CH2:16]2. Starting materials: Cl (HCl), N[C@]1(CN(C[C@@H]1CCCB1OC(C(O1)(C)C)(C)C)C([C@@H](NC(=O)OC(C)(C)C)CC1=CC=C(C=C1)C(F)(F)F)=O)C(=O)O ((3R,4S)-3-amino-1-[N-(tert-butoxycarbonyl)-4-(trifluoromethyl)phenylalanyl]-4-[3-(4,4,5,5-tetramethyl-1,3,2-dioxaborolan-2-yl)propyl]pyrrolidine-3-carboxylic acid), Cl (HCl). Run in O (water), C1CCOC1 (THF), O1CCOCC1 (1,4-dioxane). Run at time 2 hour. The product is Cl.Cl.N[C@]1(CN(C[C@@H]1CCCB(O)O)C([C@@H](N)CC1=CC=C(C=C1)C(F)(F)F)=O)C(=O)O ((3R,4S)-3-amino-4-[3-(dihydroxyboryl)propyl]-1-[4-(trifluoromethyl)phenylalanyl]-pyrrolidine-3-carboxylic acid dihydrochloride). RXN SMILES: [NH2:1][C@:2]1([C:41]([OH:43])=[O:42])[C@@H:6]([CH2:7][CH2:8][CH2:9][B:10]2[O:14]C(C)(C)C(C)(C)[O:11]2)[CH2:5][N:4]([C:19](=[O:40])[C@H:20]([CH2:29][C:30]2[CH:35]=[CH:34][C:33]([C:36]([F:39])([F:38])[F:37])=[CH:32][CH:31]=2)[NH:21]C(OC(C)(C)C)=O)[CH2:3]1.[ClH:44]>C1COCC1.O1CCOCC1.O>[ClH:44].[ClH:44].[NH2:1][C@:2]1([C:41]([OH:43])=[O:42])[C@@H:6]([CH2:7][CH2:8][CH2:9][B:10]([OH:14])[OH:11])[CH2:5][N:4]([C:19](=[O:40])[C@H:20]([CH2:29][C:30]2[CH:35]=[CH:34][C:33]([C:36]([F:37])([F:39])[F:38])=[CH:32][CH:31]=2)[NH2:21])[CH2:3]1 |f:5.6.7|. Procedure: A solution of the crude (3R,4S)-3-amino-1-[N-(tert-butoxycarbonyl)-4-(trifluoromethyl)phenylalanyl]-4-[3-(4,4,5,5-tetramethyl-1,3,2-dioxaborolan-2-yl)propyl]pyrrolidine-3-carboxylic acid (Step 2, 242 mg) in anhydrous THF (6 mL) under nitrogen was treated with 4 N HCl in 1,4-dioxane (6 mL). After stirring for 2 h at room temperature, 1M aqueous HCl (6 mL) was added and stirring was continued for an additional 1.5 h. The reaction mixture was diluted with water (15 mL) and washed successively with ...